This data is from the Open Reaction Database (ORD), a public repository of structured organic reaction records. The task is: describe an organic reaction: reactants, conditions, products, and yield Starting materials: [BH4-], O=Cc1ccc2ccccc2c1Br, CO, [Na+]. Yields the product OCc1ccc2ccccc2c1Br. As a reaction SMILES: [BH4-:14].[Br:1][c:2]1[c:3]([CH:12]=[O:13])[cH:4][cH:5][c:6]2[cH:7][cH:8][cH:9][cH:10][c:11]12.[CH3:16][OH:17].[Na+:15]>>[Br:1][c:2]1[c:3]([CH2:12][OH:13])[cH:4][cH:5][c:6]2[cH:7][cH:8][cH:9][cH:10][c:11]12. Starting materials: C(C1=CC=CC=C1)OC(=O)N1CCC(CC1)CCC(C(=O)OCC)O (ethyl 4-(1-benzyloxycarbonyl-4-piperidyl)-2-hydroxybutyrate), N1=CC=CC=C1 (pyridine), S(=O)(Cl)Cl (thionyl chloride). Solvent: O (water), C(C)(=O)OCC (ethyl acetate), C(C)(=O)OCC (ethyl acetate). The product is C(C1=CC=CC=C1)OC(=O)N1CCC(CC1)CCC(C(=O)OCC)Cl (ethyl 4-(1-benzyloxycarbonyl-4-piperidyl)-2-chlorobutyrate). Reaction SMILES: [CH2:1]([O:8][C:9]([N:11]1[CH2:16][CH2:15][CH:14]([CH2:17][CH2:18][CH:19](O)[C:20]([O:22][CH2:23][CH3:24])=[O:21])[CH2:13][CH2:12]1)=[O:10])[C:2]1[CH:7]=[CH:6][CH:5]=[CH:4][CH:3]=1.N1C=CC=CC=1.S(Cl)([Cl:34])=O>O.C(OCC)(=O)C>[CH2:1]([O:8][C:9]([N:11]1[CH2:16][CH2:15][CH:14]([CH2:17][CH2:18][CH:19]([Cl:34])[C:20]([O:22][CH2:23][CH3:24])=[O:21])[CH2:13][CH2:12]1)=[O:10])[C:2]1[CH:7]=[CH:6][CH:5]=[CH:4][CH:3]=1. Reported procedure: To a mixture of ethyl 4-(1-benzyloxycarbonyl-4-piperidyl)-2-hydroxybutyrate (11.5 g), ethyl acetate (200 ml) and pyridine (12 g) is added thionyl chloride (5 ml), and the resulting mixture is refluxed for 1 hour with stirring. After cooling, the mixture is diluted with water (500 ml) and ethyl acetate (100 ml). The organic layer is separated, washed successively with 0.1N hydrochloric acid and water, dried over anhydrous magnesium sulfate, treated with activated carbon and then evaporated in vac... Starting materials: CC=1N=C2N(N=C(C=C2C(CCC)CCC)C)C1 (2,6-dimethyl-8-(1-propyl-butyl)-imidazo[1,2-b]pyridazine), BrC1=C(C=C(S1)C1=NC=NN1C)Cl (5-(5-bromo-4-chloro-thiophen-2-yl)-1-methyl-[1,2,4]triazole), CC(=O)[O-].[K+] (KOAc), N#N (N2). Reagents/catalysts: CC(=O)[O-].CC(=O)[O-].[Pd+2] (Pd(OAc)2), C(C(CBr)Br)OP(=O)(OCC(CBr)Br)OCC(CBr)Br (TDBPP), CCCC[N+](CCCC)(CCCC)CCCC.[Br-] (TBABr). The solvent is CCOC(=O)C (EtOAc), CN1CCCC1=O (NMP). Run at temperature 125 celsius. Yields the product ClC1=C(SC(=C1)C=1N(N=CN1)C)C1=C(N=C2N1N=C(C=C2C(CCC)CCC)C)C (3-[3-chloro-5-(2-methyl-2H-[1,2,4]triazol-3-yl)-thiophen-2-yl]-2,6-dimethyl-8-(1-propyl-butyl)-imidazo[1,2-b]pyridazine). Yield: 55.7%. As a reaction SMILES: [CH3:1][C:2]1[N:3]=[C:4]2[C:9]([CH:10]([CH2:14][CH2:15][CH3:16])[CH2:11][CH2:12][CH3:13])=[CH:8][C:7]([CH3:17])=[N:6][N:5]2[CH:18]=1.Br[C:20]1[S:24][C:23]([C:25]2[N:29]([CH3:30])[N:28]=[CH:27][N:26]=2)=[CH:22][C:21]=1[Cl:31].CC([O-])=O.[K+].N#N>CCCC[N+](CCCC)(CCCC)CCCC.[Br-].CCOC(C)=O.CC([O-])=O.CC([O-])=O.[Pd+2].C(OP(OCC(Br)CBr)(OCC(Br)CBr)=O)C(Br)CBr.CN1C(=O)CCC1>[Cl:31][C:21]1[CH:22]=[C:23]([C:25]2[N:29]([CH3:30])[N:28]=[CH:27][N:26]=2)[S:24][C:20]=1[C:18]1[N:5]2[N:6]=[C:7]([CH3:17])[CH:8]=[C:9]([CH:10]([CH2:14][CH2:15][CH3:16])[CH2:11][CH2:12][CH3:13])[C:4]2=[N:3][C:2]=1[CH3:1] |f:2.3,5.6,8.9.10|. Reported procedure: A slurry of 2,6-dimethyl-8-(1-propyl-butyl)-imidazo[1,2-b]pyridazine (below) (0.30 g, 1.22 mmol), 5-(5-bromo-4-chloro-thiophen-2-yl)-1-methyl-[1,2,4]triazole (below) (0.41 g, 1.47 mmol), KOAc (0.60 g, 6.11 mmol), TBABr (0.39 g, 1.22 mmol), and NMP (3 mL) is de-gassed with N2 for 30 minutes. Pd(OAc)2 (0.014 g, 0.061 mmol) and TDBPP (0.040 g, 0.061 mmol) are added and the solution heated at 125° C. for 2.5 hours. The solution is diluted with EtOAc (50 mL), washed with water (3×50 mL), brine (50 mL... Starting materials: C(C)(C)(C)C=1C=C(C(=O)N)C=C(C1O)C(C)(C)C (3,5-di-tert-butyl-4-hydroxybenzamide), COC(CC(C(C)Br)=O)=O (4-bromo-3-oxopentanoic acid methyl ester), O1CCOCC1 (dioxane), C1(=CC=CC=C1)C (toluene). The solvent is O (water). Yields the product COC(CC=1N=C(OC1C)C1=CC(=C(C(=C1)C(C)(C)C)O)C(C)(C)C)=O ([2-(3,5-di-tert-butyl-4-hydroxyphenyl)-5-methyloxazol-4-yl]-acetic acid methyl ester). Yield: 48.5%. Reaction SMILES: [C:1]([C:5]1[CH:6]=[C:7]([CH:11]=[C:12]([C:15]([CH3:18])([CH3:17])[CH3:16])[C:13]=1[OH:14])[C:8]([NH2:10])=[O:9])([CH3:4])([CH3:3])[CH3:2].[CH3:19][O:20][C:21](=[O:28])[CH2:22][C:23](=O)[CH:24](Br)[CH3:25].O1CCOCC1.C1(C)C=CC=CC=1>O>[CH3:19][O:20][C:21](=[O:28])[CH2:22][C:23]1[N:10]=[C:8]([C:7]2[CH:11]=[C:12]([C:15]([CH3:18])([CH3:17])[CH3:16])[C:13]([OH:14])=[C:5]([C:1]([CH3:4])([CH3:3])[CH3:2])[CH:6]=2)[O:9][C:24]=1[CH3:25]. Procedure details: A mixture of 3,5-di-tert-butyl-4-hydroxybenzamide (16.0 g, 64.3 mmol), 4-bromo-3-oxopentanoic acid methyl ester (18.6 g, 64.26 mmol), dioxane (60mL), and toluene (600 mL) was refluxed for 5 days with continuous water removal (Dean Stark trap). Then, the volatiles were removed in vacuo and the residue was purified by flash chromatography on silica gel (eluting solvent: hexane/EtOAc 3/1) to give a brown viscous oil (11.2 g). Crystallization of the brown oil from ethyl ether (after cooling to 0° C.... The reactants are [BH4-].[Li+] (Lithium borohydride), ClC=1C=CC(=C2N3C(=NC21)N(CCC3)C=3C(=NC(=CC3)N(C)C)C)C(=O)OC (methyl 9-chloro-1-[6-(dimethylamino)-2-methylpyridin-3-yl]-1,2,3,4-tetrahydropyrimido[1,2-a]benzimidazole-6-carboxylate). Run in O1CCCC1 (tetrahydrofuran). Conditions: temperature 40 celsius, time 20 hour. Product: ClC1=CC=C(C=2N3C(=NC21)N(CCC3)C=3C(=NC(=CC3)N(C)C)C)CO ({9-Chloro-1-[6-(dimethylamino)-2-methylpyridin-3-yl]-1,2,3,4-tetrahydropyrimido[1,2-a]benzimidazol-6-yl}methanol). Yield: 100.0%. Reaction SMILES: [BH4-].[Li+].[Cl:3][C:4]1[CH:5]=[CH:6][C:7]([C:27](OC)=[O:28])=[C:8]2[C:12]=1[N:11]=[C:10]1[N:13]([C:17]3[C:18]([CH3:26])=[N:19][C:20]([N:23]([CH3:25])[CH3:24])=[CH:21][CH:22]=3)[CH2:14][CH2:15][CH2:16][N:9]21>O1CCCC1>[Cl:3][C:4]1[C:12]2[N:11]=[C:10]3[N:13]([C:17]4[C:18]([CH3:26])=[N:19][C:20]([N:23]([CH3:25])[CH3:24])=[CH:21][CH:22]=4)[CH2:14][CH2:15][CH2:16][N:9]3[C:8]=2[C:7]([CH2:27][OH:28])=[CH:6][CH:5]=1 |f:0.1|. Reported procedure: Lithium borohydride (74.3 mg, 3.41 mmol) was added to a stirred solution of methyl 9-chloro-1-[6-(dimethylamino)-2-methylpyridin-3-yl]-1,2,3,4-tetrahydropyrimido[1,2-a]benzimidazole-6-carboxylate (341 mg, 0.853 mmol) in tetrahydrofuran (5.0 mL) at room temperature, and the mixture was stirred at 40° C. for 20 hr. The reaction was quenched by aqueous saturated ammonium chloride at 0° C., concentrated in vacuo and the precipitate was collected by filtration, washed with water, diisopropyl ether to... Starting materials: CC1(N(C(CC1)=O)CC(=O)OCC)C (ethyl 2,2-dimethyl-5-oxopyrrolidineacetate), C[C@@H]1N([C@@H](CCC1)C)CCCN (cis-3-(2,6-dimethyl-1-piperidinyl)propylamine). Product: C[C@@H]1N([C@@H](CCC1)C)CCCNC(CN1C(CCC1=O)(C)C)=O (cis-N-[3-(2,6-dimethyl-1-piperidinyl)propyl]-2,2-dimethyl-5-oxo-1-pyrrolidineacetamide). Reaction SMILES: [CH3:1][C:2]1([CH3:14])[CH2:6][CH2:5][C:4](=[O:7])[N:3]1[CH2:8][C:9]([O:11]CC)=O.[CH3:15][C@H:16]1[CH2:21][CH2:20][CH2:19][C@@H:18]([CH3:22])[N:17]1[CH2:23][CH2:24][CH2:25][NH2:26]>>[CH3:15][C@H:16]1[CH2:21][CH2:20][CH2:19][C@@H:18]([CH3:22])[N:17]1[CH2:23][CH2:24][CH2:25][NH:26][C:9](=[O:11])[CH2:8][N:3]1[C:4](=[O:7])[CH2:5][CH2:6][C:2]1([CH3:1])[CH3:14]. Procedure details: From 10 g. of ethyl 2,2-dimethyl-5-oxopyrrolidineacetate, (British Pat. No. 1,309,692) and 10.5 g. of cis-3-(2,6-dimethyl-1-piperidinyl)propylamine, following the procedure of Example 9, there is obtained cis-N-[3-(2,6-dimethyl-1-piperidinyl)propyl]-2,2-dimethyl-5-oxo-1-pyrrolidineacetamide; m.p. 86°-87° C. after crystallization from isooctane. The reactants are CN, CO, CC1CCc2ncnc(N3CC4(CCN(CCCN5C(=O)c6ccccc6C5=O)CC4)c4cc(Cl)ccc43)c21. Product: CC1CCc2ncnc(N3CC4(CCN(CCCN)CC4)c4cc(Cl)ccc43)c21. RXN SMILES: [CH3:40][NH2:41].[CH3:42][OH:43].[Cl:1][c:2]1[cH:3][c:4]2[c:8]([cH:9][cH:10]1)[N:7]([c:11]1[c:12]3[c:13]([n:14][cH:15][n:16]1)[CH2:17][CH2:18][CH:19]3[CH3:20])[CH2:6][C:5]21[CH2:21][CH2:22][N:23]([CH2:26][CH2:27][CH2:28][N:29]2[C:30](=[O:31])[c:32]3[c:33]([cH:34][cH:35][cH:36][cH:37]3)[C:38]2=[O:39])[CH2:24][CH2:25]1>>[Cl:1][c:2]1[cH:3][c:4]2[c:8]([cH:9][cH:10]1)[N:7]([c:11]1[c:12]3[c:13]([n:14][cH:15][n:16]1)[CH2:17][CH2:18][CH:19]3[CH3:20])[CH2:6][C:5]21[CH2:21][CH2:22][N:23]([CH2:26][CH2:27][CH2:28][NH2:29])[CH2:24][CH2:25]1.